From a dataset of the Open Reaction Database (ORD), a public repository of structured organic reaction records. describe an organic reaction: reactants, conditions, products, and yield Reactants: C(#N)NC1=CC(=CC=C1)C(F)(F)F (N-cyano-3-trifluoromethylaniline), C([O-])([O-])=O.[K+].[K+] (potassium carbonate), C(C#C)Br (propargyl bromide), resultant mixture. The solvent is CC(=O)C (acetone). The product is C(#N)N(C1=CC(=CC=C1)C(F)(F)F)CC#C (N-cyano-N-propargyl-3-trifluoromethylaniline). Isolated yield 63.1%. As a reaction SMILES: [C:1]([NH:3][C:4]1[CH:9]=[CH:8][CH:7]=[C:6]([C:10]([F:13])([F:12])[F:11])[CH:5]=1)#[N:2].C(=O)([O-])[O-].[K+].[K+].[CH2:20](Br)[C:21]#[CH:22]>CC(C)=O>[C:1]([N:3]([CH2:22][C:21]#[CH:20])[C:4]1[CH:9]=[CH:8][CH:7]=[C:6]([C:10]([F:11])([F:12])[F:13])[CH:5]=1)#[N:2] |f:1.2.3|. Reported procedure: To a solution of N-cyano-3-trifluoromethylaniline (5.0 g) in acetone (100 ml) , potassium carbonate (7.4 g) and propargyl bromide (3.5 g) were added, and the resultant mixture was stirred at room temperature for 10 hours, followed by filtration of the reaction mixture. The solvent was removed from the filtrate by distillation under reduced pressure, and the residue was subjected to column chromatography to give N-cyano-N-propargyl-3-trifluoromethylaniline (3.8 g). The thus obtained N-cyano-N-pro... Starting materials: CCOC(=O)c1cc(C(C)(C)C)n(CCc2ccc(F)cc2)c1C, CC(=O)Cl, Cc1ccccc1, ClCCl, [Na+], [OH-], Cl[Sn](Cl)(Cl)Cl. The product is CCOC(=O)c1cc(C(C)=O)n(CCc2ccc(F)cc2)c1C. RXN SMILES: [C:1]([CH3:2])([CH3:3])([CH3:4])[c:5]1[cH:6][c:7]([C:20](=[O:21])[O:22][CH2:23][CH3:24])[c:8]([CH3:19])[n:9]1[CH2:10][CH2:11][c:12]1[cH:13][cH:14][c:15]([F:18])[cH:16][cH:17]1.[CH3:25][C:26]([Cl:27])=[O:28].[CH3:36][c:37]1[cH:38][cH:39][cH:40][cH:41][cH:42]1.[Cl:43][CH2:44][Cl:45].[Na+:35].[OH-:34].[Sn:29]([Cl:30])([Cl:31])([Cl:32])[Cl:33]>>[C:1]([CH3:2])([c:5]1[cH:6][c:7]([C:20](=[O:21])[O:22][CH2:23][CH3:24])[c:8]([CH3:19])[n:9]1[CH2:10][CH2:11][c:12]1[cH:13][cH:14][c:15]([F:18])[cH:16][cH:17]1)=[O:28]. Reactants: CCN=C=NCCCN(C)C (WSC), ClC1=C(C(=O)O)C=CN=C1 (3-chloroisonicotinic acid), NC1=C(C=CC(=C1)C(C(F)(F)F)(F)F)O (2-amino-4-(pentafluoroethyl)phenol). The solvent is N1=CC=CC=C1 (pyridine). Reaction conditions: time 15 minute. The product is ClC1=C(C(=O)NC2=C(C=CC(=C2)C(C(F)(F)F)(F)F)O)C=CN=C1 (3-chloro-N-[2-hydroxy-5-(pentafluoroethyl)phenyl]isonicotinamide). Isolated yield 34.4%. RXN SMILES: CCN=C=NCCCN(C)C.[Cl:12][C:13]1[CH:21]=[N:20][CH:19]=[CH:18][C:14]=1[C:15]([OH:17])=O.[NH2:22][C:23]1[CH:28]=[C:27]([C:29]([F:35])([F:34])[C:30]([F:33])([F:32])[F:31])[CH:26]=[CH:25][C:24]=1[OH:36]>N1C=CC=CC=1>[Cl:12][C:13]1[CH:21]=[N:20][CH:19]=[CH:18][C:14]=1[C:15]([NH:22][C:23]1[CH:28]=[C:27]([C:29]([F:34])([F:35])[C:30]([F:31])([F:32])[F:33])[CH:26]=[CH:25][C:24]=1[OH:36])=[O:17]. Procedure details: To a mixture of 0.44 g of WSC and 4 ml of pyridine, 0.36 g of 3-chloroisonicotinic acid was added. The reaction mixture was stirred at room temperature for 15 minutes. To the reaction mixture, 0.45 g of 2-amino-4-(pentafluoroethyl)phenol was added and stirred while heating at 60° C. for two hours. The reaction mixture was cooled to room temperature, and then concentrated under reduced pressure. Water was added to the residue, followed by extraction with ethyl acetate twice. The combined organic ... Starting materials: CC(Cl)C(=O)O, [Na], OCc1ccccc1. Product: CC(OCc1ccccc1)C(=O)O. Reaction SMILES: [Cl:2][CH:3]([C:4](=[O:5])[OH:6])[CH3:7].[Na:1].[OH:8][CH2:9][c:10]1[cH:11][cH:12][cH:13][cH:14][cH:15]1>>[CH:3]([C:4](=[O:5])[OH:6])([CH3:7])[O:8][CH2:9][c:10]1[cH:11][cH:12][cH:13][cH:14][cH:15]1. Starting materials: OC1=C(C(=NC2=C(C=CC=C12)C(F)(F)F)CC1=CC=CC=C1)C(=O)O (4-hydroxy-2-phenylmethyl-8-trifluoromethyl-quinoline-3-carboxylic acid), crystals, NC=1SC=CN1 (2-amino-thiazole), Cl (hydrochloric acid), C1(CCCCC1)N=C=NC1CCCCC1 (dicyclohexylcarbodiimide). Run in [OH-].[Na+] (sodium hydroxide), CN(C=O)C (dimethylformamide). The product is S1C(=NC=C1)NC(=O)C=1C(=NC2=C(C=CC=C2C1O)C(F)(F)F)CC1=CC=CC=C1 (N-(2-thiazolyl)-4-hydroxy-2-phenylmethyl-8-trifluoromethyl-quinoline-3-carboxamide). Isolated yield 26.1%. As a reaction SMILES: [OH:1][C:2]1[C:11]2[C:6](=[C:7]([C:12]([F:15])([F:14])[F:13])[CH:8]=[CH:9][CH:10]=2)[N:5]=[C:4]([CH2:16][C:17]2[CH:22]=[CH:21][CH:20]=[CH:19][CH:18]=2)[C:3]=1[C:23](O)=[O:24].[NH2:26][C:27]1[S:28][CH:29]=[CH:30][N:31]=1.C1(N=C=NC2CCCCC2)CCCCC1.Cl>CN(C)C=O.[OH-].[Na+]>[S:28]1[CH:29]=[CH:30][N:31]=[C:27]1[NH:26][C:23]([C:3]1[C:4]([CH2:16][C:17]2[CH:22]=[CH:21][CH:20]=[CH:19][CH:18]=2)=[N:5][C:6]2[C:11]([C:2]=1[OH:1])=[CH:10][CH:9]=[CH:8][C:7]=2[C:12]([F:13])([F:15])[F:14])=[O:24] |f:5.6|. Procedure: Using the procedure of Step F of Example 6, 8.6 g of the product of Step E and 2.47 g of 2-amino-thiazole were reacted in the presence of 5.59 g of dicyclohexylcarbodiimide in 125 ml of dimethylformamide to obtain a raw product which was dissolved in aqueous N sodium hydroxide. Addition of hydrochloric acid yielded 2.76 g of N-(2-thiazolyl)-4-hydroxy-2-phenylmethyl-8-trifluoromethyl-quinoline-3-carboxamide in the form of slightly ocre colored crystals melting at 256° C. Run in FC(C(=O)O)(F)F (Trifluoroacetic acid). Procedure: An ice cold solution of methyl 2-hydroxy-2-(1-(4-methoxybenzyl)-6-methyl-4-(5-methylchroman-6-yl)-7-oxo-6,7-dihydro-1H-pyrrolo[2,3-c]pyridin-5-yl)acetate (880 mg, 1.751 mmol) in Trifluoroacetic acid (TFA) (3.5 mL) was treated with conc. H2SO4 (0.262 mL, 4.92 mmol) and anisole (0.525 mL, 4.81 mmol). After stirring for 1 hour, the reaction was warmed to rt for 2 hours, and then quenched with sat. NaHCO3 until neutral. The mixture was extracted with EtOAc, washed with Brine, dried with Na2SO4, filt... Starting materials: CO.C(Cl)Cl (MeOH DCM), ice, OC(C(=O)OC)C1=C(C2=C(C(N1C)=O)N(C=C2)CC2=CC=C(C=C2)OC)C=2C(=C1CCCOC1=CC2)C (methyl 2-hydroxy-2-(1-(4-methoxybenzyl)-6-methyl-4-(5-methylchroman-6-yl)-7-oxo-6,7-dihydro-1H-pyrrolo[2,3-c]pyridin-5-yl)acetate), OS(=O)(=O)O (H2SO4), C1(=CC=CC=C1)OC (anisole). Isolated yield 62.9%. Yields the product OC(C(=O)OC)C1=C(C2=C(C(N1C)=O)NC=C2)C=2C(=C1CCCOC1=CC2)C (methyl 2-hydroxy-2-(6-methyl-4-(5-methylchroman-6-yl)-7-oxo-6,7-dihydro-1H-pyrrolo[2,3-c]pyridin-5-yl)acetate). Reaction conditions: time 1 hour. As a reaction SMILES: [OH:1][CH:2]([C:7]1[N:12]([CH3:13])[C:11](=[O:14])[C:10]2[N:15](CC3C=CC(OC)=CC=3)[CH:16]=[CH:17][C:9]=2[C:8]=1[C:27]1[C:28]([CH3:37])=[C:29]2[C:34](=[CH:35][CH:36]=1)[O:33][CH2:32][CH2:31][CH2:30]2)[C:3]([O:5][CH3:6])=[O:4].OS(O)(=O)=O.C1(OC)C=CC=CC=1.CO.C(Cl)Cl>FC(F)(F)C(O)=O>[OH:1][CH:2]([C:7]1[N:12]([CH3:13])[C:11](=[O:14])[C:10]2[NH:15][CH:16]=[CH:17][C:9]=2[C:8]=1[C:27]1[C:28]([CH3:37])=[C:29]2[C:34](=[CH:35][CH:36]=1)[O:33][CH2:32][CH2:31][CH2:30]2)[C:3]([O:5][CH3:6])=[O:4] |f:3.4|. Reactants: CC(C)(CO[Si](C)(C)C(C)(C)C)c1ccccc1F, CN(C)CCN(C)CCN(C)C, [Li]C(C)CC, CN(C)C=O, C1CCOC1. Product: CC(C)(CO[Si](C)(C)C(C)(C)C)c1cccc(C=O)c1F. As a reaction SMILES: [C:18]([CH3:19])([CH3:20])([CH3:21])[Si:22]([CH3:23])([CH3:24])[O:25][CH2:26][C:27]([CH3:28])([CH3:29])[c:30]1[c:31]([F:36])[cH:32][cH:33][cH:34][cH:35]1.[CH3:6][N:7]([CH3:8])[CH2:9][CH2:10][N:11]([CH3:12])[CH2:13][CH2:14][N:15]([CH3:16])[CH3:17].[CH:1]([Li:2])([CH2:3][CH3:4])[CH3:5].[O:37]=[CH:38][N:39]([CH3:40])[CH3:41].[O:42]1[CH2:43][CH2:44][CH2:45][CH2:46]1>>[C:18]([CH3:19])([CH3:20])([CH3:21])[Si:22]([CH3:23])([CH3:24])[O:25][CH2:26][C:27]([CH3:28])([CH3:29])[c:30]1[c:31]([F:36])[c:32]([CH:38]=[O:37])[cH:33][cH:34][cH:35]1. Reactants: COC(=O)c1sc(C2=CCCCC2)cc1Nc1ccccc1, CC1CCC(C(=O)O)CC1, [Cl-]. The product is COC(=O)c1sc(C2=CCCCC2)cc1N(C(=O)C1CCC(C)CC1)c1ccccc1. Reaction SMILES: [CH3:1][O:2][C:3](=[O:4])[c:5]1[s:6][c:7]([C:17]2=[CH:18][CH2:19][CH2:20][CH2:21][CH2:22]2)[cH:8][c:9]1[NH:10][c:11]1[cH:12][cH:13][cH:14][cH:15][cH:16]1.[CH3:24][CH:25]1[CH2:26][CH2:27][CH:28]([C:31](=[O:32])[OH:33])[CH2:29][CH2:30]1.[Cl-:23]>>[CH3:1][O:2][C:3](=[O:4])[c:5]1[s:6][c:7]([C:17]2=[CH:18][CH2:19][CH2:20][CH2:21][CH2:22]2)[cH:8][c:9]1[N:10]([c:11]1[cH:12][cH:13][cH:14][cH:15][cH:16]1)[C:31]([CH:28]1[CH2:27][CH2:26][CH:25]([CH3:24])[CH2:30][CH2:29]1)=[O:32]. Reactants: C1(=CC=CC=C1)[SnH](C1=CC=CC=C1)C1=CC=CC=C1 (triphenyltin hydride), C(=C)C1=C(C=CC=C1)C=C (divinylbenzene), N(=NC(C#N)(C)C)C(C#N)(C)C (2,2'-azo-bis-isobutyronitrile). Reaction conditions: time 30 hour. Yields the product C(=C)C1=C(C=CC=C1)C=C.C(=C)C1=C(C=CC=C1)[Sn](C1=CC=CC=C1)(C1=CC=CC=C1)CCC1=CC=CC=C1 (Vinylphenylethyl Triphenyltin Divinylbenzene). Reaction SMILES: [C:1]1([SnH:7]([C:14]2[CH:19]=[CH:18][CH:17]=[CH:16][CH:15]=2)[C:8]2[CH:13]=[CH:12][CH:11]=[CH:10][CH:9]=2)[CH:6]=[CH:5][CH:4]=[CH:3][CH:2]=1.[CH:20]([C:22]1[CH:27]=[CH:26][CH:25]=[CH:24][C:23]=1[CH:28]=[CH2:29])=[CH2:21].N(C(C)(C)C#N)=N[C:32](C)(C)[C:33]#N>>[CH:20]([C:22]1[CH:27]=[CH:26][CH:25]=[CH:24][C:23]=1[CH:28]=[CH2:29])=[CH2:21].[CH:32]([C:19]1[CH:18]=[CH:17][CH:16]=[CH:15][C:14]=1[Sn:7]([CH2:21][CH2:20][C:22]1[CH:27]=[CH:26][CH:25]=[CH:24][CH:23]=1)([C:1]1[CH:2]=[CH:3][CH:4]=[CH:5][CH:6]=1)[C:8]1[CH:13]=[CH:12][CH:11]=[CH:10][CH:9]=1)=[CH2:33] |f:3.4|. Reported procedure: To a 250 ml round bottomed flask equipped with a magnetic stir bar is added 28.0 grams of triphenyltin hydride, 33.0 grams of 91% divinylbenzene, and 0.26 gram of 2,2'-azo-bis-isobutyronitrile. The mixture is placed under a nitrogen blanket and heated to a temperature of from 40° to 45° C. Samples of the reaction mixture are periodically taken and subjected to infrared analysis. The reaction is terminated when the tin-hydrogen absorption at 1850 cm-1 in the infrared spectrum disappears. This occ... The reactants are C(CCCCCCC)NC(C(=CC1=CC(=CC=C1)N)C)=O (N-octyl-2-methyl-3-(3-aminophenyl)propenamide), C(C(=C)CC(=O)O)(=O)O (itaconic acid). Run in C(C)(=O)OCC (ethyl acetate). The product is C(CCCCCCC)NC(C(=CC1=CC(=CC=C1)N1C(CC(C1)C(=O)O)=O)C)=O (N-Octyl-2-methyl-3-[3-(4-carboxy-2-oxo-pyrrolidino)phenyl]propenamide). RXN SMILES: [CH2:1]([NH:9][C:10](=[O:21])[C:11]([CH3:20])=[CH:12][C:13]1[CH:18]=[CH:17][CH:16]=[C:15]([NH2:19])[CH:14]=1)[CH2:2][CH2:3][CH2:4][CH2:5][CH2:6][CH2:7][CH3:8].[C:22]([OH:30])(=[O:29])[C:23]([CH2:25][C:26](O)=[O:27])=[CH2:24]>C(OCC)(=O)C>[CH2:1]([NH:9][C:10](=[O:21])[C:11]([CH3:20])=[CH:12][C:13]1[CH:18]=[CH:17][CH:16]=[C:15]([N:19]2[CH2:24][CH:23]([C:22]([OH:30])=[O:29])[CH2:25][C:26]2=[O:27])[CH:14]=1)[CH2:2][CH2:3][CH2:4][CH2:5][CH2:6][CH2:7][CH3:8]. Procedure details: A mixture of 4.3 g. of N-octyl-2-methyl-3-(3-aminophenyl)propenamide and 2.0 g. of itaconic acid was heated at ca. 140° C. for 1.25 hours. The reaction mixture was allowed to cool somewhat and then a small volume of ethyl acetate was added. This gave a clear solution. The solution was diluted to ca. 75 ml. with further ethyl acetate, and then it was extracted with 1 N potassium hydroxide. The potassium hydroxide solution was washed with ethyl acetate and then it was acidified using concentrated ...